Dataset: the Open Reaction Database (ORD), a public repository of structured organic reaction records. Task: describe an organic reaction: reactants, conditions, products, and yield Reactants: CCC(C(=O)[O-])n1c(=O)oc2ccc(OC(F)(F)F)cc21, [Li+], C1CCOC1, [OH-], O. Product: O=C(O)Cn1c(=O)oc2ccc(OC(F)(F)F)cc21. As a reaction SMILES: [CH2:1]([CH3:2])[CH:3]([C:4](=[O:5])[O-:6])[n:7]1[c:8](=[O:21])[o:9][c:10]2[c:11]1[cH:12][c:13]([O:16][C:17]([F:18])([F:19])[F:20])[cH:14][cH:15]2.[Li+:23].[O:24]1[CH2:25][CH2:26][CH2:27][CH2:28]1.[OH-:22].[OH2:29]>>[CH2:3]([C:4](=[O:5])[OH:6])[n:7]1[c:8](=[O:21])[o:9][c:10]2[c:11]1[cH:12][c:13]([O:16][C:17]([F:18])([F:19])[F:20])[cH:14][cH:15]2. The reactants are C(C)OC([C@@H](NC=O)CC1=CNC2=CC=CC(=C12)C#N)=O (4-cyano-N-formyltryptophan ethyl ester). Run in P(=O)(Cl)(Cl)Cl (phosphorus oxychloride). Conditions: time 18 hour. Product: C(C)OC(=O)C1NCC=2NC3=CC=CC(=C3C2C1)C#N (5-cyano-1,2,3,4-tetrahydro-β-carbolin-3-carboxylic acid ethyl ester). Isolated yield 4.1%. As a reaction SMILES: [CH2:1]([O:3][C:4](=[O:21])[C@H:5]([CH2:9][C:10]1[C:18]2[C:13](=[CH:14][CH:15]=[CH:16][C:17]=2[C:19]#[N:20])[NH:12][CH:11]=1)[NH:6][CH:7]=O)[CH3:2]>P(Cl)(Cl)(Cl)=O>[CH2:1]([O:3][C:4]([CH:5]1[CH2:9][C:10]2[C:18]3[C:13](=[CH:14][CH:15]=[CH:16][C:17]=3[C:19]#[N:20])[NH:12][C:11]=2[CH2:7][NH:6]1)=[O:21])[CH3:2]. Procedure details: 7.8 g of 4-cyano-N-formyltryptophan ethyl ester is dissolved at 0° C. in 40 ml of phosphorus oxychloride and stirred for 18 hours at room temperature. The solution is then concentrated by evaporation in vacuo, the residue partitioned between water and chloroform and the aqueous phase then extracted. The organic phases are washed with water, dried with calcium sulphate and concentrated by evaporation in vacuo. Chromatography on silica gel with methylene chloride-acetone (1:1) of the residue yield...